From a dataset of the Open Reaction Database (ORD), a public repository of structured organic reaction records. describe an organic reaction: reactants, conditions, products, and yield Starting materials: O=C(O)C(=O)O, CC1(C)CNc2cc(N3C(=O)N(Cc4ccncc4)C(C)(C)C3=O)ccc21, CS(=O)(=O)OC1CN(C2CCCCC2)C1. Yields the product CC1(C)CN(C2CN(C3CCCCC3)C2)c2cc(N3C(=O)N(Cc4ccncc4)C(C)(C)C3=O)ccc21. As a reaction SMILES: [C:28]([OH:29])(=[O:30])[C:31]([OH:32])=[O:33].[CH3:1][C:2]1([CH3:27])[CH2:3][NH:4][c:5]2[cH:6][c:7]([N:11]3[C:12](=[O:26])[N:13]([CH2:19][c:20]4[cH:21][cH:22][n:23][cH:24][cH:25]4)[C:14]([CH3:17])([CH3:18])[C:15]3=[O:16])[cH:8][cH:9][c:10]21.[CH3:34][S:35]([O:36][CH:39]1[CH2:40][N:41]([CH:43]2[CH2:44][CH2:45][CH2:46][CH2:47][CH2:48]2)[CH2:42]1)(=[O:37])=[O:38]>>[CH3:1][C:2]1([CH3:27])[CH2:3][N:4]([CH:39]2[CH2:40][N:41]([CH:43]3[CH2:44][CH2:45][CH2:46][CH2:47][CH2:48]3)[CH2:42]2)[c:5]2[cH:6][c:7]([N:11]3[C:12](=[O:26])[N:13]([CH2:19][c:20]4[cH:21][cH:22][n:23][cH:24][cH:25]4)[C:14]([CH3:17])([CH3:18])[C:15]3=[O:16])[cH:8][cH:9][c:10]21.